This data is from the Open Reaction Database (ORD), a public repository of structured organic reaction records. The task is: describe an organic reaction: reactants, conditions, products, and yield As a reaction SMILES: [C:1]([CH2:3][C:4]1[CH:9]=[C:8]([I:10])[CH:7]=[C:6]([CH2:11][C:12]#[N:13])[CH:5]=1)#[N:2].Cl.N[C:16]1[C:21]([F:22])=[C:20]([F:23])[CH:19]=[C:18]([F:24])[C:17]=1[SH:25]>>[F:22][C:21]1[C:16]2[N:2]=[C:1]([CH2:3][C:4]3[CH:5]=[C:6]([CH2:11][C:12]#[N:13])[CH:7]=[C:8]([I:10])[CH:9]=3)[S:25][C:17]=2[C:18]([F:24])=[CH:19][C:20]=1[F:23] |f:1.2|. Yields the product FC1=C(C=C(C2=C1N=C(S2)CC=2C=C(C=C(C2)I)CC#N)F)F (3-[(4,5,7-trifluorobenzothiazol-2-yl)methyl]-5-iodophenylacetonitrile). Procedure: The procedure of Example 22-i) was repeated using 1,3-biscyanomethyl-5-iodobenzene (420 mg, 1.49 mmol) and 2-amino-3,4,6-trifluorothiophenol hydrochloride (321 mg, 1.49 mmol) and the resultant product was crystallized from ethyl acetate-hexane to give 3-[(4,5,7-trifluorobenzothiazol-2-yl)methyl]-5-iodophenylacetonitrile (240 mg, 36%) as a colorless powder. The reactants are C(#N)CC1=CC(=CC(=C1)I)CC#N (1,3-biscyanomethyl-5-iodobenzene), Cl.NC1=C(C(=CC(=C1F)F)F)S (2-amino-3,4,6-trifluorothiophenol hydrochloride). Isolated yield 36.3%. The reactants are CCOC(C)=O, Cl, Cl, CON, CCCc1c(Cc2ccc(-c3ccccc3-c3noc(=O)[nH]3)cc2)c(=O)n(C2CCC(OCC(C)=O)CC2)c2ncnn12, O, c1ccncc1. Product: CCCc1c(Cc2ccc(-c3ccccc3-c3noc(=O)[nH]3)cc2)c(=O)n(C2CCC(OCC(C)=NOC)CC2)c2ncnn12. Reaction SMILES: [CH3:56][CH2:57][O:58][C:59](=[O:60])[CH3:61].[ClH:44].[ClH:54].[NH2:45][O:46][CH3:47].[O:1]=[c:2]1[nH:3][c:4](-[c:7]2[c:8](-[c:13]3[cH:14][cH:15][c:16]([CH2:19][c:20]4[c:21](=[O:43])[n:22]([CH:32]5[CH2:33][CH2:34][CH:35]([O:38][CH2:39][C:40]([CH3:41])=[O:42])[CH2:36][CH2:37]5)[c:23]5[n:24]([c:25]4[CH2:26][CH2:27][CH3:28])[n:29][cH:30][n:31]5)[cH:17][cH:18]3)[cH:9][cH:10][cH:11][cH:12]2)[n:5][o:6]1.[OH2:55].[cH:48]1[cH:49][cH:50][n:51][cH:52][cH:53]1>>[O:1]=[c:2]1[nH:3][c:4](-[c:7]2[c:8](-[c:13]3[cH:14][cH:15][c:16]([CH2:19][c:20]4[c:21](=[O:43])[n:22]([CH:32]5[CH2:33][CH2:34][CH:35]([O:38][CH2:39][C:40]([CH3:41])=[N:45][O:46][CH3:47])[CH2:36][CH2:37]5)[c:23]5[n:24]([c:25]4[CH2:26][CH2:27][CH3:28])[n:29][cH:30][n:31]5)[cH:17][cH:18]3)[cH:9][cH:10][cH:11][cH:12]2)[n:5][o:6]1. The reactants are Fc1cc(Br)cc(OC(F)(F)C(F)F)c1, [Li]CCCC, CCOCC, COc1cc(C=O)ccc1F. The product is COc1cc(C(O)c2cc(F)cc(OC(F)(F)C(F)F)c2)ccc1F. Reaction SMILES: [Br:1][c:2]1[cH:3][c:4]([F:15])[cH:5][c:6]([O:8][C:9]([CH:10]([F:11])[F:12])([F:13])[F:14])[cH:7]1.[CH3:16][CH2:17][CH2:18][CH2:19][Li:20].[CH3:32][CH2:33][O:34][CH2:35][CH3:36].[F:21][c:22]1[c:23]([O:30][CH3:31])[cH:24][c:25]([CH:26]=[O:27])[cH:28][cH:29]1>>[c:2]1([CH:26]([c:25]2[cH:24][c:23]([O:30][CH3:31])[c:22]([F:21])[cH:29][cH:28]2)[OH:27])[cH:3][c:4]([F:15])[cH:5][c:6]([O:8][C:9]([CH:10]([F:11])[F:12])([F:13])[F:14])[cH:7]1. Reactants: C(O)([O-])=O.[Na+] (sodium hydrogencarbonate), N=C1SC(=CN1C1=CC(=CC=C1)C(F)(F)F)C (2-imino-3-(3-trifluoromethylphenyl)-5-methylthiazoline), N1CCOCC1 (morpholine), FC(=C(F)F)F (tetrafluoroethylene). The solvent is CN(C=O)C (N,N-dimethylformamide). Conditions: temperature 50 celsius, time 13 hour. Yields the product FC(C(=O)N=C1SC(=CN1C1=CC(=CC=C1)C(F)(F)F)C)F (2-difluoroacetylimino-3-(3-trifluoromethylphenyl)-5-methylthiazoline). The yield is 98.0%. Reaction SMILES: [NH:1]=[C:2]1[N:6]([C:7]2[CH:12]=[CH:11][CH:10]=[C:9]([C:13]([F:16])([F:15])[F:14])[CH:8]=2)[CH:5]=[C:4]([CH3:17])[S:3]1.N1CC[O:21]CC1.[F:24][C:25]([F:29])=[C:26](F)F.C(=O)([O-])O.[Na+]>CN(C)C=O>[F:24][CH:25]([F:29])[C:26]([N:1]=[C:2]1[N:6]([C:7]2[CH:12]=[CH:11][CH:10]=[C:9]([C:13]([F:16])([F:14])[F:15])[CH:8]=2)[CH:5]=[C:4]([CH3:17])[S:3]1)=[O:21] |f:3.4|. Reported procedure: A solution of 2-imino-3-(3-trifluoromethylphenyl)-5-methylthiazoline (1.29 g, 5.0 mmol) and morpholine (0.96 g, 11.0 mmol) in N,N-dimethylformamide (10 ml) charged in a reaction flask was reacted with tetrafluoroethylene, which was made to flow into the flask (ca. 0.7 liter/hr), with vigorous stirring at 50° C. for 13 hours. After cooling to an ambient temperature, the reaction mixture was poured into a saturated aqueous sodium hydrogencarbonate solution (100 ml), and extracted twice with toluen... Reactants: ClC1=C(C=C(C=C1F)F)F (2-chloro-1,3,5-trifluorobenzene), N (ammonia), Teflon. The solvent is CO (methanol). Conditions: temperature 160 celsius. Product: ClC1=C(N)C=C(C=C1F)F (2-chloro-3,5-difluoroaniline). RXN SMILES: [Cl:1][C:2]1[C:7]([F:8])=[CH:6][C:5]([F:9])=[CH:4][C:3]=1F.[NH3:11]>CO>[Cl:1][C:2]1[C:7]([F:8])=[CH:6][C:5]([F:9])=[CH:4][C:3]=1[NH2:11]. Reported procedure: 33.4 g of 2-chloro-1,3,5-trifluorobenzene and 200 ml of methanol saturated with ammonia gas at room temperature were sealed in a Teflon-coating autoclave and heated on an oil bath at 160° C. for 40 hours. After the reaction, the solvent and unreacted 2-chloro-1,3,5-trifluorobenzene were distilled off from the reaction mixture under reduced pressure, and the remaining mixture of a solid component and an oily component was extracted with ether to obtain an oily product in an amount of 31.7 g (yiel...